From a dataset of the Open Reaction Database (ORD), a public repository of structured organic reaction records. describe an organic reaction: reactants, conditions, products, and yield The reactants are COCOc1c(C)c(C)c2c(c1C)SC(CCCBr)O2, CN(C)CCO, CS(C)=O, [H-], [Na+]. The product is COCOc1c(C)c(C)c2c(c1C)SC(CCCOCCN(C)C)O2. RXN SMILES: [Br:9][CH2:10][CH2:11][CH2:12][CH:13]1[O:14][c:15]2[c:16]([c:18]([CH3:28])[c:19]([O:24][CH2:25][O:26][CH3:27])[c:20]([CH3:23])[c:21]2[CH3:22])[S:17]1.[CH3:1][N:2]([CH2:3][CH2:4][OH:5])[CH3:6].[CH3:29][S:30](=[O:31])[CH3:32].[H-:7].[Na+:8]>>[CH3:1][N:2]([CH2:3][CH2:4][O:5][CH2:10][CH2:11][CH2:12][CH:13]1[O:14][c:15]2[c:16]([c:18]([CH3:28])[c:19]([O:24][CH2:25][O:26][CH3:27])[c:20]([CH3:23])[c:21]2[CH3:22])[S:17]1)[CH3:6]. The reactants are CCOC(=O)N1c2ccccc2C=CC1OCC, O=C(O)CSCCCCOc1ccccc1, NNC(=O)c1ccc(O)cc1. Product: O=C(CSCCCCOc1ccccc1)NNC(=O)c1ccc(O)cc1. Reaction SMILES: [CH2:17]([O:18][CH:19]1[CH:20]=[CH:21][c:22]2[c:23]([cH:24][cH:25][cH:26][cH:27]2)[N:28]1[C:29]([O:30][CH2:31][CH3:32])=[O:33])[CH3:34].[O:1]([c:2]1[cH:3][cH:4][cH:5][cH:6][cH:7]1)[CH2:8][CH2:9][CH2:10][CH2:11][S:12][CH2:13][C:14](=[O:15])[OH:16].[OH:35][c:36]1[cH:37][cH:38][c:39]([C:40](=[O:41])[NH:42][NH2:43])[cH:44][cH:45]1>>[O:1]([c:2]1[cH:3][cH:4][cH:5][cH:6][cH:7]1)[CH2:8][CH2:9][CH2:10][CH2:11][S:12][CH2:13][C:14](=[O:16])[NH:43][NH:42][C:40]([c:39]1[cH:38][cH:37][c:36]([OH:35])[cH:45][cH:44]1)=[O:41]. Isolated yield 98.3%. Reaction SMILES: [O:1]1[C:5]2([CH2:10][CH2:9][NH:8][CH2:7][CH2:6]2)[O:4][CH2:3][CH2:2]1.C(N(C(C)C)CC)(C)C.[Cl:20][C:21]1[CH:26]=[C:25](Cl)[N:24]=[CH:23][N:22]=1>C(O)C>[Cl:20][C:21]1[N:22]=[CH:23][N:24]=[C:25]([N:8]2[CH2:9][CH2:10][C:5]3([O:4][CH2:3][CH2:2][O:1]3)[CH2:6][CH2:7]2)[CH:26]=1. Conditions: time 1 hour. Solvent: C(C)O (ethanol). The product is ClC1=CC(=NC=N1)N1CCC2(OCCO2)CC1 (8-(6-chloropyrimidine-4-yl)-1,4-dioxa-8-azaspiro[4,5]decane). Starting materials: O1CCOC12CCNCC2 (1,4-dioxa-8-azaspiro[4,5]decane), C(C)(C)N(CC)C(C)C (diisopropylethylamine), ClC1=NC=NC(=C1)Cl (4,6-dichloropyrimidine). Procedure details: To a solution of 1,4-dioxa-8-azaspiro[4,5]decane (9.02 g) and diisopropylethylamine (9.77 g) in ethanol (30 ml) was added 4,6-dichloropyrimidine (9.88 g), and the mixture was stirred at room temperature for 1 hour. The reaction solution was concentrated, and the residue was diluted with dichloromethane (150 ml). The mixture was washed with 0.3N sodium hydroxide solution and saturated brine, dried and concentrated, and the residue was crystallized from diethylether to give colorless crystals of 8... Starting materials: CCO, Cl, O=C1CN2CCC1C2, O=[Pt]. Yields the product Cl, OC1CN2CCC1C2. As a reaction SMILES: [CH3:12][CH2:13][OH:14].[ClH:9].[N:1]12[CH2:2][C:3](=[O:8])[CH:4]([CH2:5][CH2:6]1)[CH2:7]2.[Pt:10]=[O:11]>>[ClH:9].[N:1]12[CH2:2][CH:3]([OH:8])[CH:4]([CH2:5][CH2:6]1)[CH2:7]2. Reactants: O1CCCC1 (tetrahydrofuran), C(CC)NC(COC1=CC=C(C=C1)C(C)(C)C)=O (N-(n-propyl)-4-t-butylphenoxyacetamide), product, C1(=CC=CC=C1)C (toluene), CSC.B (borane methylsulfide). The solvent is CO (methanol). Product: C(C)(C)(C)C1=CC=C(C=C1)OCCNCCC (N-(n-propyl)ethanolamine 4-t-butylphenylether). Yield: 94.4%. RXN SMILES: C1(C)C=CC=CC=1.O1CCCC1.[CH2:13]([NH:16][C:17](=O)[CH2:18][O:19][C:20]1[CH:25]=[CH:24][C:23]([C:26]([CH3:29])([CH3:28])[CH3:27])=[CH:22][CH:21]=1)[CH2:14][CH3:15].CSC.B>CO>[C:26]([C:23]1[CH:22]=[CH:21][C:20]([O:19][CH2:18][CH2:17][NH:16][CH2:13][CH2:14][CH3:15])=[CH:25][CH:24]=1)([CH3:29])([CH3:27])[CH3:28] |f:3.4|. Procedure details: To 250 ml of a 1:1 mixture of toluene:tetrahydrofuran, 35.0 gm N-(n-propyl)-4-t-butylphenoxyacetamide, the product of Example 16, was added. The resulting mixture was heated to reflux and then 42.8 ml borane methylsulfide was added slowly. The reaction mixture was maintained at reflux for 48 hours at which time completion of the reaction was checked by IR spectroscopy. The reaction mixture was then cooled and 200 ml methanol was added slowly to the system. The system was then acidified by bubbli...